The task is: describe an organic reaction: reactants, conditions, products, and yield. This data is from the Open Reaction Database (ORD), a public repository of structured organic reaction records. Starting materials: [Al+3], [H-], [H-], [H-], [H-], [Li+], C1CCOC1, O=C(O)CCCCc1ccco1. Yields the product OCCCCCc1ccco1. Reaction SMILES: [Al+3:14].[H-:13].[H-:16].[H-:17].[H-:18].[Li+:15].[O:19]1[CH2:20][CH2:21][CH2:22][CH2:23]1.[o:1]1[c:2]([CH2:6][CH2:7][CH2:8][CH2:9][C:10](=[O:11])[OH:12])[cH:3][cH:4][cH:5]1>>[o:1]1[c:2]([CH2:6][CH2:7][CH2:8][CH2:9][CH2:10][OH:11])[cH:3][cH:4][cH:5]1. Starting materials: [Na+].OC1=CC=C(C=C1)S(=O)(=O)[O-] (4-hydroxybenzenesulfonic acid sodium salt), oil, BrCC1CC1 ((bromomethyl)-cyclopropane), [H-].[Na+] (NaH). Reagents/catalysts: [I-].C(CCC)[N+](CCCC)(CCCC)CCCC (tetrabutylammonium iodide). Run in CN(C)C=O (DMF). Reaction conditions: temperature 60 celsius, time 25 hour. Yields the product [Na+].C1(CC1)COC1=CC=C(C=C1)S(=O)(=O)[O-] (4-Cyclopropylmethoxy-benzenesulfonic acid sodium salt). RXN SMILES: [Na+:1].[OH:2][C:3]1[CH:8]=[CH:7][C:6]([S:9]([O-:12])(=[O:11])=[O:10])=[CH:5][CH:4]=1.[H-].[Na+].Br[CH2:16][CH:17]1[CH2:19][CH2:18]1>CN(C=O)C.[I-].C([N+](CCCC)(CCCC)CCCC)CCC>[Na+:1].[CH:17]1([CH2:16][O:2][C:3]2[CH:8]=[CH:7][C:6]([S:9]([O-:12])(=[O:10])=[O:11])=[CH:5][CH:4]=2)[CH2:19][CH2:18]1 |f:0.1,2.3,6.7,8.9|. Reported procedure: To a suspension of 75 g (323 mmol) of 4-hydroxybenzenesulfonic acid sodium salt in 1350 ml of DMF, 20.67 g (517 mmol) of 60% oil suspended NaH are carefully added portionwise at r.t. To the mixture, 11.93 g (32.3 mmol) of tetrabutylammonium iodide and 50.13 ml (517 mmol) of (bromomethyl)-cyclopropane are added successively. After stirring for 25 h at 60° C., the reaction mixture is cooled to r.t. Precipitates are collected and washed with CH2Cl2 several times, and then recrystalized with mixed s...